Dataset: the Open Reaction Database (ORD), a public repository of structured organic reaction records. Task: describe an organic reaction: reactants, conditions, products, and yield The reactants are O=[N+]([O-])c1ccc(S(=O)(=O)Cl)cc1, NCCCCCCCC(=O)O, [Na+], [OH-]. Product: O=C(O)CCCCCCCNS(=O)(=O)c1ccc([N+](=O)[O-])cc1. RXN SMILES: [N+:12](=[O:13])([O-:14])[c:15]1[cH:16][cH:17][c:18]([S:21](=[O:22])(=[O:23])[Cl:24])[cH:19][cH:20]1.[NH2:1][CH2:2][CH2:3][CH2:4][CH2:5][CH2:6][CH2:7][CH2:8][C:9](=[O:10])[OH:11].[Na+:26].[OH-:25]>>[NH:1]([CH2:2][CH2:3][CH2:4][CH2:5][CH2:6][CH2:7][CH2:8][C:9](=[O:10])[OH:11])[S:21]([c:18]1[cH:17][cH:16][c:15]([N+:12](=[O:13])[O-:14])[cH:20][cH:19]1)(=[O:22])=[O:23]. Reactants: Cl.S1C=C(C=C1)C(=O)CN (N-[(3-thienylcarbonyl)methyl]amine hydrochloride), C([O-])(O)=O.[Na+] (sodium bicarbonate), ClC=1C=C(C(=O)Cl)C=CC1 (3-chlorobenzoyl chloride). Product: ClC=1C=C(C(=O)NCC(=O)C2=CSC=C2)C=CC1 (N-(3-chlorobenzoyl)-N-[(3-thienylcarbonyl)methyl]amine). The yield is 93.1%. Reaction SMILES: Cl.[S:2]1[CH:6]=[CH:5][C:4]([C:7]([CH2:9][NH2:10])=[O:8])=[CH:3]1.C(=O)(O)[O-].[Na+].[Cl:16][C:17]1[CH:18]=[C:19]([CH:23]=[CH:24][CH:25]=1)[C:20](Cl)=[O:21]>>[Cl:16][C:17]1[CH:18]=[C:19]([CH:23]=[CH:24][CH:25]=1)[C:20]([NH:10][CH2:9][C:7]([C:4]1[CH:5]=[CH:6][S:2][CH:3]=1)=[O:8])=[O:21] |f:0.1,2.3|. Procedure: 7.5 g of N-[(3-thienylcarbonyl)methyl]amine hydrochloride, 10.0 g of sodium bicarbonate and 8.86 g of 3-chlorobenzoyl chloride are treated in the same manner as described in Preparation 1-(3). 11.0 g of N-(3-chlorobenzoyl)-N-[(3-thienylcarbonyl)methyl]amine are thereby obtained. Reactants: N1CC(C1)O (azetidin-3-ol), BrCCC1=CC(=C(C=C1)OC)OC (1-bromo-2-(3,4-dimethoxyphenyl)ethane). The product is COC=1C=C(C=CC1OC)CCN1CC(C1)O (1-[2-(3,4-Dimethoxyphenyl)ethyl]azetidin-3-ol). Reaction SMILES: [NH:1]1[CH2:4][CH:3]([OH:5])[CH2:2]1.Br[CH2:7][CH2:8][C:9]1[CH:14]=[CH:13][C:12]([O:15][CH3:16])=[C:11]([O:17][CH3:18])[CH:10]=1>>[CH3:18][O:17][C:11]1[CH:10]=[C:9]([CH2:8][CH2:7][N:1]2[CH2:4][CH:3]([OH:5])[CH2:2]2)[CH:14]=[CH:13][C:12]=1[O:15][CH3:16]. Procedure: In a manner similar to Preparation 73, react azetidin-3-ol with 1-bromo-2-(3,4-dimethoxyphenyl)ethane to obtain the title compound. Reactants: solid, C(C)(=O)O[BH-](OC(C)=O)OC(C)=O.[Na+] (sodium triacetoxyborohydride), CO (methanol), FCC(=O)C1=CC=CC=C1 (2-fluoroacetophenone), N1(CCNCC1)C(=O)OC(C)(C)C (tert-butyl piperazine-1-carboxylate), O1CCCC1 (tetrahydrofuran), C(O)([O-])=O.[Na+] (sodium hydrogen carbonate). Reagents/catalysts: CC([O-])C.[Ti+4].CC([O-])C.CC([O-])C.CC([O-])C (titanium(IV) isopropoxide). Solvent: ClCCl (dichloromethane). Reaction conditions: temperature 80 celsius. The product is FC1=C(C=CC=C1)C(C)N1CCN(CC1)C(=O)OC(C)(C)C (Tert-Butyl 4-[1-(2-fluorophenyl)ethyl]piperazine-1-carboxylate). Isolated yield 58.0%. RXN SMILES: [F:1][CH2:2][C:3]([C:5]1[CH:10]=CC=CC=1)=O.[N:11]1([C:17]([O:19][C:20]([CH3:23])([CH3:22])[CH3:21])=[O:18])[CH2:16][CH2:15][NH:14][CH2:13][CH2:12]1.C(O[BH-](OC(=O)C)OC(=O)C)(=O)C.[Na+].CO.C(=O)([O-])O.[Na+].O1[CH2:49][CH2:48][CH2:47][CH2:46]1>ClCCl.CC(C)[O-].[Ti+4].CC(C)[O-].CC(C)[O-].CC(C)[O-]>[F:1][C:2]1[CH:3]=[CH:5][CH:10]=[CH:49][C:48]=1[CH:47]([N:14]1[CH2:13][CH2:12][N:11]([C:17]([O:19][C:20]([CH3:23])([CH3:22])[CH3:21])=[O:18])[CH2:16][CH2:15]1)[CH3:46] |f:2.3,5.6,9.10.11.12.13|. Reported procedure: To a stirred solution of 0.500 mL (4.03 mmol) of 2-fluoroacetophenone and 0.50 g (2.68 mmol) of tert-butyl piperazine-1-carboxylate in 1.5 mL of anhydrous tetrahydrofuran under an atmosphere of nitrogen was added 2.50 mL (8.60 mmol) of titanium(IV) isopropoxide. The resulting mixture was heated to 80° C. for 12 h then cooled to 0° C. Next, 1.8 g (8.6 mmol) of solid sodium triacetoxyborohydride was added in one portion and the resulting solution was stirred with gradual warming to ambient tempera... Reactants: CCO, CCOC(=O)C1C(N=[N+]=[N-])C(=O)N1c1ccc(OC)cc1, [Pd]. The product is CCOC(=O)C1C(N)C(=O)N1c1ccc(OC)cc1. Reaction SMILES: [CH3:22][CH2:23][OH:24].[N:1](=[N+:2]=[N-:3])[CH:4]1[C:5](=[O:21])[N:6]([c:13]2[cH:14][cH:15][c:16]([O:19][CH3:20])[cH:17][cH:18]2)[CH:7]1[C:8](=[O:9])[O:10][CH2:11][CH3:12].[Pd:25]>>[NH2:1][CH:4]1[C:5](=[O:21])[N:6]([c:13]2[cH:14][cH:15][c:16]([O:19][CH3:20])[cH:17][cH:18]2)[CH:7]1[C:8](=[O:9])[O:10][CH2:11][CH3:12]. The reactants are N-Aryl-benzenesulfonamides, NC1=C(C=C(C=C1)Cl)C(=O)C1=CC=NC=C1 ((2-amino-5-chloro-phenyl)-pyridin-4-yl-methanone), CS(=O)(=O)C1=CC=C(C=C1)S(=O)(=O)Cl (4-methanesulfonyl-benzenesulfonyl chloride). The product is ClC1=CC(=C(C=C1)NS(=O)(=O)C1=CC=C(C=C1)S(=O)(=O)C)C(=O)C1=CC=NC=C1 (N-[4-Chloro-2-(pyridine-4-carbonyl)-phenyl]4-methanesulfonyl-benzenesulfonamide). Reaction SMILES: [NH2:1][C:2]1[CH:7]=[CH:6][C:5]([Cl:8])=[CH:4][C:3]=1[C:9]([C:11]1[CH:16]=[CH:15][N:14]=[CH:13][CH:12]=1)=[O:10].[CH3:17][S:18]([C:21]1[CH:26]=[CH:25][C:24]([S:27](Cl)(=[O:29])=[O:28])=[CH:23][CH:22]=1)(=[O:20])=[O:19]>>[Cl:8][C:5]1[CH:6]=[CH:7][C:2]([NH:1][S:27]([C:24]2[CH:23]=[CH:22][C:21]([S:18]([CH3:17])(=[O:20])=[O:19])=[CH:26][CH:25]=2)(=[O:29])=[O:28])=[C:3]([C:9]([C:11]2[CH:16]=[CH:15][N:14]=[CH:13][CH:12]=2)=[O:10])[CH:4]=1. Reported procedure: The title compound was prepared according to the general procedure for the synthesis of N-Aryl-benzenesulfonamides previously described using 116 mg of (2-amino-5-chloro-phenyl)-pyridin-4-yl-methanone and 127 mg of 4-methanesulfonyl-benzenesulfonyl chloride. 1H-NMR (400 MHz, CDCl3): δ 3.06 (s, 3H), 7.31 (d, 1H, J=2.0 Hz), 7.45 (m, 2H), 7.58 (dd, 1H, J=8.8 Hz, 2.8 Hz), 7.99 (b, 4H), 8.88 (dd, 2H, J=4.8 Hz, 1.6 Hz), 10.29 (b,1H). MS: m/z 451.9 (M++1). The reactants are OC1=C2C(OCC2=C(C(=C1C/C=C(/CCC(=O)OCCN1CCOCC1)\C)OC)C)=O (morpholinoethyl (E)-6-(1,3-dihydro-4-hydroxy-6-methoxy-7-methyl-3-oxo-5-isobenzofuranyl)-4-methyl-4-hexenoate), N1=CC=CC=C1 (pyridine), solution, C(=O)(Cl)Cl (phosgene). Run in C1=CC=CC=C1 (benzene), C1=CC=CC=C1 (benzene). Conditions: temperature 25 celsius, time 8 hour. Product: C(N)(=O)OC1=C2C(OCC2=C(C(=C1C/C=C(/CCC(=O)OCCN1CCOCC1)\C)OC)C)=O (morpholinoethyl (E)-6-(1,3-dihydro-4-carbamoyloxy-6-methoxy-7-methyl-3-oxo-5-isobenzofuranyl)-4-methyl-4-hexenoate). Reaction SMILES: [OH:1][C:2]1[C:10]([CH2:11]/[CH:12]=[C:13](\[CH3:27])/[CH2:14][CH2:15][C:16]([O:18][CH2:19][CH2:20][N:21]2[CH2:26][CH2:25][O:24][CH2:23][CH2:22]2)=[O:17])=[C:9]([O:28][CH3:29])[C:8]([CH3:30])=[C:7]2[C:3]=1[C:4](=[O:31])[O:5][CH2:6]2.[N:32]1[CH:37]=CC=CC=1.C(Cl)(Cl)=[O:39]>C1C=CC=CC=1>[C:37]([O:1][C:2]1[C:10]([CH2:11]/[CH:12]=[C:13](\[CH3:27])/[CH2:14][CH2:15][C:16]([O:18][CH2:19][CH2:20][N:21]2[CH2:26][CH2:25][O:24][CH2:23][CH2:22]2)=[O:17])=[C:9]([O:28][CH3:29])[C:8]([CH3:30])=[C:7]2[C:3]=1[C:4](=[O:31])[O:5][CH2:6]2)(=[O:39])[NH2:32]. Reported procedure: To a solution of 500 mgs of morpholinoethyl (E)-6-(1,3-dihydro-4-hydroxy-6-methoxy-7-methyl-3-oxo-5-isobenzofuranyl)-4-methyl-4-hexenoate in 10 ml of benzene cooled in an ice bath is added 0.1 ml of pyridine and 6 ml of a 12.5% solution of phosgene in benzene. The solution is stirred at 25° C. overnight, the precipitate filtered off and solvent removed from the filtrate under reduced pressure. The residue is dissolved in 5 ml of tetrahydrofuran and to this solution is added dropwise a solution o...